Task: describe an organic reaction: reactants, conditions, products, and yield. Dataset: the Open Reaction Database (ORD), a public repository of structured organic reaction records Starting materials: C(C)(=O)C1=C2C=CC=NC2=C(C=C1)OCC1=CC=CC=C1 (5-Acetyl-8-benzyloxyquinoline), ClC=1C=C(C(=O)OO)C=CC1 (m-chloroperoxybenzoic acid). Solvent: ClCCl (dichloromethane). Reaction conditions: temperature 27.5 celsius, time 2 hour. The product is C(C)(=O)C1=C2C=CC=[N+](C2=C(C=C1)OCC1=CC=CC=C1)[O-] (5-Acetyl-8-benzyloxyquinoline-N-oxide). As a reaction SMILES: [C:1]([C:4]1[CH:13]=[CH:12][C:11]([O:14][CH2:15][C:16]2[CH:21]=[CH:20][CH:19]=[CH:18][CH:17]=2)=[C:10]2[C:5]=1[CH:6]=[CH:7][CH:8]=[N:9]2)(=[O:3])[CH3:2].ClC1C=C(C=CC=1)C(OO)=[O:27]>ClCCl>[C:1]([C:4]1[CH:13]=[CH:12][C:11]([O:14][CH2:15][C:16]2[CH:21]=[CH:20][CH:19]=[CH:18][CH:17]=2)=[C:10]2[C:5]=1[CH:6]=[CH:7][CH:8]=[N+:9]2[O-:27])(=[O:3])[CH3:2]. Reported procedure: 5-Acetyl-8-benzyloxyquinoline (200 gms/0.72 moles) was dissolved in dichloromethane (4 liters) at room temperature. To this solution was added m-chloroperoxybenzoic acid (355.64 gms/1.44 moles) in 90 minutes under stiffing. The mixture was stirred at 25-30° C. for 2 hours. After completion of reaction, reaction mass was quenched with 8% sodium bicarbonate solution (3.04 liter) slowly in 30 minutes and stirred for 5-10 minutes at same temperature. The organic layer was separated and aqueous layer... Starting materials: COCNC([C@H]([C@@H]([C@@H](C=C)OCC1=CC=C(C=C1)OC)OC)C1=CCCCC1)=O ((2S,3S,4R)-2-(cyclohex-1-enyl)-3-methoxy-4-p-methoxybenzyloxyhex-5-enoic acid methoxymethylamide), C(=C)[Mg]Br (vinylmagnesium bromide), solution, [NH4+].[Cl-] (NH4Cl), C1CCOC1.O (THF water). Solvent: C1CCOC1 (THF), C1CCOC1 (THF). Conditions: time 8 hour. The product is C1(=CCCCC1)[C@H](C(C=C)=O)[C@@H]([C@@H](C=C)OCC1=CC=C(C=C1)OC)OC ((4S,5S,6R)-4-(cyclohex-1-enyl)-5-methoxy-6-p-methoxybenzyloxyocta-1,7-dien-3-one). Isolated yield 73.0%. As a reaction SMILES: COCN[C:5](=O)[C@@H:6]([C:23]1[CH2:28][CH2:27][CH2:26][CH2:25][CH:24]=1)[C@H:7]([O:21][CH3:22])[C@H:8]([O:11][CH2:12][C:13]1[CH:18]=[CH:17][C:16]([O:19][CH3:20])=[CH:15][CH:14]=1)[CH:9]=[CH2:10].[CH:30]([Mg]Br)=[CH2:31].[NH4+].[Cl-].C1COCC1.[OH2:41]>C1COCC1>[C:23]1([C@@H:6]([C@H:7]([O:21][CH3:22])[C@H:8]([O:11][CH2:12][C:13]2[CH:14]=[CH:15][C:16]([O:19][CH3:20])=[CH:17][CH:18]=2)[CH:9]=[CH2:10])[C:5](=[O:41])[CH:30]=[CH2:31])[CH2:28][CH2:27][CH2:26][CH2:25][CH:24]=1 |f:2.3,4.5|. Procedure: 279 mg (0.69 mmol) of (2S,3S,4R)-2-(cyclohex-1-enyl)-3-methoxy-4-p-methoxybenzyloxyhex-5-enoic acid methoxymethylamide are dissolved in THF (4 mL) and treated, at 0° C., with an excess of vinylmagnesium bromide (as a 1M solution in THF, 2.76 mL, 2.76 mmol, 4 equivalents). After addition, the mixture is allowed to warm to room temperature and is stirred overnight. An excess of saturated NH4Cl in a 1:1 THF/water mixture is then added. After extraction and evaporation of the solvents, the residue i... The reactants are C(C)[Mg]Br (ethylmagnesium bromide), C=O (paraformaldehyde), CN(P(=O)(N(C)C)N(C)C)C (hexamethylphosphoramide), C(C)C=1C=C(C=CC1)O (3-ethylphenol). Run in O1CCCC1 (tetrahydrofuran), C1(=CC=CC=C1)C (toluene). Run at time 30 minute. The product is C(C)C=1C=CC(=C(C1)O)C=O (5-ethyl-2-formylphenol). The yield is 69.1%. As a reaction SMILES: C([Mg]Br)C.[CH2:5]([C:7]1[CH:8]=[C:9]([OH:13])[CH:10]=[CH:11][CH:12]=1)[CH3:6].[CH2:14]=[O:15].CN(C)P(N(C)C)(N(C)C)=O>O1CCCC1.C1(C)C=CC=CC=1>[CH2:5]([C:7]1[CH:12]=[CH:11][C:10]([CH:14]=[O:15])=[C:9]([OH:13])[CH:8]=1)[CH3:6]. Procedure details: A stirred solution of 200 mL (0.20 mole) of 1.0M of ethylmagnesium bromide (in tetrahydrofuran) in 100 mL of tetrahydrofuran was cooled in an ice-bath and 25.0 grams (0.21 mole) of 3-ethylphenol was added dropwise. Upon completion of addition, the reaction mixture was allowed to warm to ambient temperature where it stirred for 30 minutes. After this time, 15.4 grams (0.51 mole) of paraformaldehyde, 36.7 grams (0.21 mole) of hexamethylphosphoramide, and 350 mL of toluene were added. Upon completi...